This data is from the Open Reaction Database (ORD), a public repository of structured organic reaction records. The task is: describe an organic reaction: reactants, conditions, products, and yield Reactants: C(#N)C=1SC=CC1 (2-cyano-thiophene), [N+](=O)(O)[O-] (nitric acid). The solvent is S(O)(O)(=O)=O (sulfuric acid), S(O)(O)(=O)=O (sulfuric acid). Product: C(#N)C=1SC(=CC1)[N+](=O)[O-].C(#N)C=1SC=C(C1)[N+](=O)[O-] (2-cyano-5-nitro-thiophene 2-cyano-4-nitro-thiophene). Reaction SMILES: [C:1]([C:3]1[S:4][CH:5]=[CH:6][CH:7]=1)#[N:2].[N+:8]([O-:11])([OH:10])=[O:9]>S(=O)(=O)(O)O>[C:1]([C:3]1[S:4][C:5]([N+:8]([O-:10])=[O:9])=[CH:6][CH:7]=1)#[N:2].[C:1]([C:3]1[S:4][CH:5]=[C:6]([N+:8]([O-:11])=[O:9])[CH:7]=1)#[N:2] |f:3.4|. Procedure: To a solution of 10 ml conc. sulfuric acid stirred at 0° C. was added 2-cyano-thiophene (4.0 g, 0.036 mole). Six mililiters of a mixture of 1:1 conc. sulfuric acid and fuming nitric acid was added dropwise to the solution and the temperature was maintained between 10° C. and 15° C. The reaction mixture was allowed to warm-up to room temperature after addition was completed and was stirred for an additional hour. The dark red solution was quenched with 50 ml of ice water and stirred vigorously. A...